describe an organic reaction: reactants, conditions, products, and yield From a dataset of the Open Reaction Database (ORD), a public repository of structured organic reaction records. The reactants are FC=1C(=NC=CC1SC1=CN=C(S1)NC1=NC=CC(=C1)C)C(=O)NCC1(CCNCC1)C1=CC=CC=C1 (3-Fluoro-4-(2-(4-methylpyridin-2-ylamino)thiazol-5-ylthio)-N-((4-phenylpiperidin-4-yl)methyl)picolinamide), C(C)(C)(C)OC(=O)N[C@H](C(=O)O)C(C)C ((S)-2-(tert-butoxycarbonylamino)-3-methylbutanoic acid). Product: N[C@H](C(=O)N1CCC(CC1)(C1=CC=CC=C1)CNC(C1=NC=CC(=C1F)SC1=CN=C(S1)NC1=NC=CC(=C1)C)=O)C(C)C ((S)—N-((1-(2-amino-3-methylbutanoyl)-4-phenylpiperidin-4-yl)methyl)-3-fluoro-4-(2-(4-methylpyridin-2-ylamino)thiazol-5-ylthio)picolinamide). Reaction SMILES: [F:1][C:2]1[C:3]([C:22]([NH:24][CH2:25][C:26]2([C:32]3[CH:37]=[CH:36][CH:35]=[CH:34][CH:33]=3)[CH2:31][CH2:30][NH:29][CH2:28][CH2:27]2)=[O:23])=[N:4][CH:5]=[CH:6][C:7]=1[S:8][C:9]1[S:13][C:12]([NH:14][C:15]2[CH:20]=[C:19]([CH3:21])[CH:18]=[CH:17][N:16]=2)=[N:11][CH:10]=1.C(OC([NH:45][C@@H:46]([CH:50]([CH3:52])[CH3:51])[C:47](O)=[O:48])=O)(C)(C)C>>[NH2:45][C@@H:46]([CH:50]([CH3:52])[CH3:51])[C:47]([N:29]1[CH2:28][CH2:27][C:26]([CH2:25][NH:24][C:22](=[O:23])[C:3]2[C:2]([F:1])=[C:7]([S:8][C:9]3[S:13][C:12]([NH:14][C:15]4[CH:20]=[C:19]([CH3:21])[CH:18]=[CH:17][N:16]=4)=[N:11][CH:10]=3)[CH:6]=[CH:5][N:4]=2)([C:32]2[CH:33]=[CH:34][CH:35]=[CH:36][CH:37]=2)[CH2:31][CH2:30]1)=[O:48]. Reported procedure: Following the procedure given for example 94, 3-fluoro-4-(2-(4-methylpyridin-2-ylamino)thiazol-5-ylthio)-N-((4-phenylpiperidin-4-yl)methyl)picolinamide (compound example 11) was reacted with (S)-2-(tert-butoxycarbonylamino)-3-methylbutanoic acid give the title compound. LC/MS (M+H)+: 634. Ret. time: 1.42 min. (Condition G); analytical HPLC Ret. time: 6.58 min (Condition Q). Starting materials: COC=1C(=CC2=C(CCN(CC2)CCOC)C1)N (8-Methoxy-3-(2-methoxy-ethyl)-2,3,4,5-tetrahydro-1H-benzo[d]azepin-7-ylamine), ClC1=NC=C(C(=N1)NC1=C(C=CC=C1)N1N=CC=C1)Cl ((2,5-Dichloro-pyrimidin-4-yl)-(2-pyrazol-1-yl-phenyl)-amine). Product: ClC=1C(=NC(=NC1)NC1=CC2=C(CCN(CC2)CCOC)C=C1OC)NC1=C(C=CC=C1)N1N=CC=C1 (5-Chloro-N*2*-[8-methoxy-3-(2-methoxy-ethyl)-2,3,4,5-tetrahydro-1H-benzo[d]azepin-7-yl]-N*4*-(2-pyrazol-1-yl-phenyl)-pyrimidine-2,4-diamine). Yield: 54.2%. Reaction SMILES: [CH3:1][O:2][C:3]1[C:4]([NH2:18])=[CH:5][C:6]2[CH2:12][CH2:11][N:10]([CH2:13][CH2:14][O:15][CH3:16])[CH2:9][CH2:8][C:7]=2[CH:17]=1.Cl[C:20]1[N:25]=[C:24]([NH:26][C:27]2[CH:32]=[CH:31][CH:30]=[CH:29][C:28]=2[N:33]2[CH:37]=[CH:36][CH:35]=[N:34]2)[C:23]([Cl:38])=[CH:22][N:21]=1>>[Cl:38][C:23]1[C:24]([NH:26][C:27]2[CH:32]=[CH:31][CH:30]=[CH:29][C:28]=2[N:33]2[CH:37]=[CH:36][CH:35]=[N:34]2)=[N:25][C:20]([NH:18][C:4]2[C:3]([O:2][CH3:1])=[CH:17][C:7]3[CH2:8][CH2:9][N:10]([CH2:13][CH2:14][O:15][CH3:16])[CH2:11][CH2:12][C:6]=3[CH:5]=2)=[N:21][CH:22]=1. Reported procedure: Following a procedure analogous to Example 113, 8-Methoxy-3-(2-methoxy-ethyl)-2,3,4,5-tetrahydro-1H-benzo[d]azepin-7-ylamine (45 mgs) and (2,5-Dichloro-pyrimidin-4-yl)-(2-pyrazol-1-yl-phenyl)-amine (50 mgs) were combined to give the title compound (46 mgs) as a white foam. 1H-NMR (CDCl3): δ 10.16 (s, 1H), 8.54 (d, J=8.3 Hz, 1H), 8.06 (s, 2H), 7.85 (d, J=15.2 Hz, 2H), 7.47 (s, 1H), 7.41-7.35 (m, 2H), 7.21-7.18 (m, 1H), 6.65 (s, 1H), 6.53 (s, 1H), 3.87 (s, 3H), 3.60-3.57 (m, 2H), 3.40 (s, 3H), 2.9...